This data is from the Open Reaction Database (ORD), a public repository of structured organic reaction records. The task is: describe an organic reaction: reactants, conditions, products, and yield The reactants are CC(C)(C)OC(=O)n1c(CNC2CCCc3cccnc32)nc2ccccc21, ClCCl, O=CC1(CCN2C(=O)c3ccccc3C2=O)CC1. The product is CC(C)(C)OC(=O)n1c(CN(CC2(CCN3C(=O)c4ccccc4C3=O)CC2)C2CCCc3cccnc32)nc2ccccc21. RXN SMILES: [C:1]([CH3:2])([CH3:3])([CH3:4])[O:5][C:6](=[O:7])[n:8]1[c:9]([CH2:17][NH:18][CH:19]2[CH2:20][CH2:21][CH2:22][c:23]3[cH:24][cH:25][cH:26][n:27][c:28]32)[n:10][c:11]2[c:12]1[cH:13][cH:14][cH:15][cH:16]2.[Cl:47][CH2:48][Cl:49].[O:29]=[C:30]1[N:31]([CH2:40][CH2:41][C:42]2([CH:45]=[O:46])[CH2:43][CH2:44]2)[C:32](=[O:39])[c:33]2[cH:34][cH:35][cH:36][cH:37][c:38]21>>[C:1]([CH3:2])([CH3:3])([CH3:4])[O:5][C:6](=[O:7])[n:8]1[c:9]([CH2:17][N:18]([CH:19]2[CH2:20][CH2:21][CH2:22][c:23]3[cH:24][cH:25][cH:26][n:27][c:28]32)[CH2:45][C:42]2([CH2:41][CH2:40][N:31]3[C:30](=[O:29])[c:38]4[c:33]([cH:34][cH:35][cH:36][cH:37]4)[C:32]3=[O:39])[CH2:43][CH2:44]2)[n:10][c:11]2[c:12]1[cH:13][cH:14][cH:15][cH:16]2. Reactants: BrC1=CC=C(C=C1)F (4-bromofluorobenzene), O(C1=CC=CC=C1)CC1=NN2C(C(N[C@@H](C2)CO[Si](C)(C)C)=O)=C1 ((S)-2-phenoxymethyl-6-trimethylsilanyloxymethyl-6,7-dihydro-5H-pyrazolo[1,5-a]pyrazin-4-one), C(=O)([O-])[O-].[K+].[K+] (K2CO3), CNCCNC (N,N′-dimethylethylenediamine). Reagents/catalysts: [Cu]I (Copper (I) iodide). The solvent is C1(=CC=CC=C1)C (toluene), CCOC(=O)C (AcOEt). Conditions: temperature 140 celsius, time 24 hour. The product is FC1=CC=C(C=C1)N1C(C=2N(C[C@H]1CO)N=C(C2)COC2=CC=CC=C2)=O ((S)-5-(4-fluoro-phenyl)-6-hydroxymethyl-2-phenoxymethyl-6,7-dihydro-5H-pyrazolo[1,5-a]pyrazin-4-one). The yield is 71.8%. Reaction SMILES: Br[C:2]1[CH:7]=[CH:6][C:5]([F:8])=[CH:4][CH:3]=1.[O:9]([CH2:16][C:17]1[CH:32]=[C:20]2[C:21](=[O:31])[NH:22][C@H:23]([CH2:25][O:26][Si](C)(C)C)[CH2:24][N:19]2[N:18]=1)[C:10]1[CH:15]=[CH:14][CH:13]=[CH:12][CH:11]=1.C([O-])([O-])=O.[K+].[K+].CNCCNC>C1(C)C=CC=CC=1.CCOC(C)=O.[Cu]I>[F:8][C:5]1[CH:6]=[CH:7][C:2]([N:22]2[C@H:23]([CH2:25][OH:26])[CH2:24][N:19]3[N:18]=[C:17]([CH2:16][O:9][C:10]4[CH:11]=[CH:12][CH:13]=[CH:14][CH:15]=4)[CH:32]=[C:20]3[C:21]2=[O:31])=[CH:3][CH:4]=1 |f:2.3.4|. Procedure details: Copper (I) iodide (41 mg, 0.22 mmol) was added to a stirred suspension of 4-bromofluorobenzene (0.24 mL, 2.17 mmol), (S)-2-phenoxymethyl-6-trimethylsilanyloxymethyl-6,7-dihydro-5H-pyrazolo[1,5-a]pyrazin-4-one (0.37 g, 1.08 mmol), K2CO3 (0.3 g, 2.17 mmol) and N,N′-dimethylethylenediamine (0.070 mL, 0.65 mmol) in toluene (8 mL) in a sealed tube and under nitrogen. The mixture was stirred at 140° C. for 24 hours. The mixture was diluted with AcOEt and washed with a 16% aqueous solution of NH4OH. Th... The product is ClC=1C(=C(C(=C(C1)C(C)O)OCC)C1NC(OC1)=O)F (4-[3-chloro-6-ethoxy-2-fluoro-5-(1-hydroxyethyl)phenyl]-1,3-oxazolidin-2-one). Conditions: time 1 hour. Solvent: CO (methanol). Reported procedure: 4-(3-Acetyl-5-chloro-2-ethoxy-6-fluorophenyl)-1,3-oxazolidin-2-one (175 mg, 0.58 mmol) was stirred in methanol (10 mL) at 0° C. and sodium tetrahydroborate (33 mg, 0.87 mmol) was added. The mixture was stirred at rt for 1 hour and evaporated. Water was added and the mixture was extracted with ethyl acetate. The extracts were washed with brine, dried over sodium sulfate, filtered and evaporated to give an approximate 1:1 mixture of diastereomers, 175 mg, 99%. LCMS calculated for C13H15ClFNO4Na (M... RXN SMILES: [C:1]([C:4]1[C:5]([O:18][CH2:19][CH3:20])=[C:6]([CH:12]2[CH2:16][O:15][C:14](=[O:17])[NH:13]2)[C:7]([F:11])=[C:8]([Cl:10])[CH:9]=1)(=[O:3])[CH3:2].[BH4-].[Na+]>CO>[Cl:10][C:8]1[C:7]([F:11])=[C:6]([CH:12]2[CH2:16][O:15][C:14](=[O:17])[NH:13]2)[C:5]([O:18][CH2:19][CH3:20])=[C:4]([CH:1]([OH:3])[CH3:2])[CH:9]=1 |f:1.2|. Starting materials: C(C)(=O)C=1C(=C(C(=C(C1)Cl)F)C1NC(OC1)=O)OCC (4-(3-Acetyl-5-chloro-2-ethoxy-6-fluorophenyl)-1,3-oxazolidin-2-one), [BH4-].[Na+] (sodium tetrahydroborate). Starting materials: COC([C@H]([C@H](O)C1=C(C=CC=C1)Cl)O)=O ((2S,3R)-methyl-3-(2-chlorophenyl)-2,3-dihydroxypropanoate), S(O)(O)(=O)=O (Sulfuric acid). Run in CCC(CC)=O (3-pentanone). Yields the product COC(=O)[C@H]1OC(O[C@@H]1C1=C(C=CC=C1)Cl)(CC)CC ((4S,5R)-methyl-5-(2-chlorophenyl)-2,2-diethyl-1.3-dioxolane-4-carboxylate). Yield: 60.0%. RXN SMILES: [CH3:1][O:2][C:3](=[O:15])[C@@H:4]([OH:14])[C@@H:5]([C:7]1[CH:12]=[CH:11][CH:10]=[CH:9][C:8]=1[Cl:13])[OH:6].S(=O)(=O)(O)O>CCC(=O)CC>[CH3:1][O:2][C:3]([C@@H:4]1[C@@H:5]([C:7]2[CH:12]=[CH:11][CH:10]=[CH:9][C:8]=2[Cl:13])[O:6][C:5]([CH2:7][CH3:8])([CH2:4][CH3:3])[O:14]1)=[O:15]. Procedure: 3-pentanone was added to (2S,3R)-methyl-3-(2-chlorophenyl)-2,3-dihydroxypropanoate at room temperature. Sulfuric acid (H2SO4) was added and stirred at room temperature. The reaction mixture was quenched with H2O, extracted with EA, washed with H2O, dried over anhydrous sodium sulfate (Na2SO4), filtered and concentrated. The crude compound was purified by a silica gel column to produce the title compound (1.6 g, 60˜85%).